From a dataset of the Open Reaction Database (ORD), a public repository of structured organic reaction records. describe an organic reaction: reactants, conditions, products, and yield The reactants are C(CC)NP(OCC)(OCC)=S (O,O-diethyl propylphosphoramidothioate), N1=CC=CC=C1 (pyridine), CNC(=O)ON=C(C)SC (methyl N-[[(methylamino)carbonyl]oxy]ethanimidothioate), S(=O)(Cl)Cl (thionyl chloride). Product: C(C)OP(=S)(OCC)CCCNS(=O)CNC(=O)ON=C(C)SC (Methyl N-[[[[[(diethoxyphosphinothioyl)propylamino]sulfinyl]methylamino]carbonyl]oxy]ethanimidothioate), colorless prisms. Reaction SMILES: [CH3:1][NH:2][C:3]([O:5][N:6]=[C:7]([S:9][CH3:10])[CH3:8])=[O:4].[S:11](Cl)(Cl)=[O:12].C(N[P:19](=[S:26])([O:23][CH2:24][CH3:25])[O:20][CH2:21][CH3:22])CC.[N:27]1C=C[CH:30]=[CH:29][CH:28]=1>>[CH2:24]([O:23][P:19]([CH2:30][CH2:29][CH2:28][NH:27][S:11]([CH2:1][NH:2][C:3]([O:5][N:6]=[C:7]([S:9][CH3:10])[CH3:8])=[O:4])=[O:12])([O:20][CH2:21][CH3:22])=[S:26])[CH3:25]. Procedure: Methyl N-[[[[[(diethoxyphosphinothioyl)propylamino]sulfinyl]methylamino]carbonyl]oxy]ethanimidothioate was prepared by the procedure employed in Example 9, by reacting methyl N-[[(methylamino)carbonyl]oxy]ethanimidothioate (2.43 g, 0.015 mole), thionyl chloride (1.79 g, 0.015 mole), and O,O-diethyl propylphosphoramidothioate (3.17 g, 0.015 mole) in pyridine (10 ml). Recrystallization from benzene-hexane afforded 3.87 g of colorless prisms of the formula below, mp 58~59°. ##STR26## Starting materials: CCN(C(=O)OC(C)(C)C)C(Cc1cc(I)ccc1OCc1ccccc1)C(=O)O, ClCCCl, CN(C)c1ccncc1, CC#N, OCc1ccccc1. Product: CCN(C(=O)OC(C)(C)C)C(Cc1cc(I)ccc1OCc1ccccc1)C(=O)OCc1ccccc1. RXN SMILES: [CH2:1]([c:2]1[cH:3][cH:4][cH:5][cH:6][cH:7]1)[O:8][c:9]1[c:10]([CH2:11][CH:12]([N:13]([CH2:14][CH3:15])[C:16](=[O:17])[O:18][C:19]([CH3:20])([CH3:21])[CH3:22])[C:23](=[O:24])[OH:25])[cH:26][c:27]([I:30])[cH:28][cH:29]1.[CH2:39]([Cl:40])[CH2:41][Cl:42].[CH3:43][N:44]([c:45]1[cH:46][cH:47][n:48][cH:49][cH:50]1)[CH3:51].[CH3:52][C:53]#[N:54].[OH:31][CH2:32][c:33]1[cH:34][cH:35][cH:36][cH:37][cH:38]1>>[CH2:1]([c:2]1[cH:3][cH:4][cH:5][cH:6][cH:7]1)[O:8][c:9]1[c:10]([CH2:11][CH:12]([N:13]([CH2:14][CH3:15])[C:16](=[O:17])[O:18][C:19]([CH3:20])([CH3:21])[CH3:22])[C:23](=[O:24])[O:25][CH2:32][c:33]2[cH:34][cH:35][cH:36][cH:37][cH:38]2)[cH:26][c:27]([I:30])[cH:28][cH:29]1. As a reaction SMILES: [C:1]([C:3]1[CH:4]=[CH:5][C:6]2[O:10][C:9]([CH:11]([NH:18][C:19]3[CH:27]=[CH:26][C:22]([C:23](O)=[O:24])=[CH:21][CH:20]=3)[CH:12]3[CH2:17][CH2:16][CH2:15][CH2:14][CH2:13]3)=[C:8]([CH3:28])[C:7]=2[CH:29]=1)#[N:2].Cl.[CH2:31]([O:33][C:34](=[O:38])[CH2:35][CH2:36][NH2:37])[CH3:32].O.ON1C2C=CC=CC=2N=N1.Cl.C(N=C=NCCCN(C)C)C.Cl>CN(C)C=O.C(N(CC)CC)C>[C:1]([C:3]1[CH:4]=[CH:5][C:6]2[O:10][C:9]([CH:11]([NH:18][C:19]3[CH:27]=[CH:26][C:22]([C:23]([NH:37][CH2:36][CH2:35][C:34]([O:33][CH2:31][CH3:32])=[O:38])=[O:24])=[CH:21][CH:20]=3)[CH:12]3[CH2:13][CH2:14][CH2:15][CH2:16][CH2:17]3)=[C:8]([CH3:28])[C:7]=2[CH:29]=1)#[N:2] |f:1.2,3.4,5.6|. Reaction conditions: time 8 hour. Product: C(#N)C=1C=CC2=C(C(=C(O2)C(C2CCCCC2)NC2=CC=C(C=C2)C(=O)NCCC(=O)OCC)C)C1 (ethyl 3-{[(4-{[(5-cyano-3-methyl-1-benzofuran-2-yl)(cyclohexyl)methyl]amino}phenyl)carbonyl]amino}propanoate). Procedure: To a mixture of 4-{[(5-cyano-3-methyl-1-benzofuran-2-yl)(cyclohexyl)methyl]amino}benzoic acid (250 mg) synthesized above, β-alanine ethyl ester hydrochloride (148 mg), 1-hydroxybenzotriazole monohydrate (148 mg), triethylamine (269 μL) and N,N-dimethylformamide (10 mL) was added 1-ethyl-3-(3-dimethylaminopropyl)carbodiimide hydrochloride (185 mg), and the mixture was stirred overnight at room temperature. 1N Hydrochloric acid was added to quench the reaction, and the mixture was extracted with e... The solvent is CN(C=O)C (N,N-dimethylformamide), C(C)N(CC)CC (triethylamine). Reactants: Cl.C(C)OC(CCN)=O (β-alanine ethyl ester hydrochloride), O.ON1N=NC2=C1C=CC=C2 (1-hydroxybenzotriazole monohydrate), C(#N)C=1C=CC2=C(C(=C(O2)C(C2CCCCC2)NC2=CC=C(C(=O)O)C=C2)C)C1 (4-{[(5-cyano-3-methyl-1-benzofuran-2-yl)(cyclohexyl)methyl]amino}benzoic acid), Cl.C(C)N=C=NCCCN(C)C (1-ethyl-3-(3-dimethylaminopropyl)carbodiimide hydrochloride), Cl (Hydrochloric acid). The yield is 62.1%. The reactants are CC(C)(CN1CCCCC1)C(=O)OCc1ccccc1, CCO, [Pd]. The product is CC(C)(CN1CCCCC1)C(=O)O. As a reaction SMILES: [CH2:1]([c:2]1[cH:3][cH:4][cH:5][cH:6][cH:7]1)[O:8][C:9]([C:10]([CH2:11][N:12]1[CH2:13][CH2:14][CH2:15][CH2:16][CH2:17]1)([CH3:18])[CH3:19])=[O:20].[CH3:21][CH2:22][OH:23].[Pd:24]>>[O:8]=[C:9]([C:10]([CH2:11][N:12]1[CH2:13][CH2:14][CH2:15][CH2:16][CH2:17]1)([CH3:18])[CH3:19])[OH:20]. Starting materials: C(CC=C)OC1=C(C=C(C=C1)F)CO ((2-(But-3-en-1-yloxy)-5-fluorophenyl)methanol), S(=O)(Cl)Cl (thionyl chloride). Product: C(CC=C)OC1=C(C=C(C=C1)F)CCl (1-(But-3-en-1-yloxy)-2-(chloromethyl)-4-fluorobenzene). The yield is 91.0%. Procedure details: (2-(But-3-en-1-yloxy)-5-fluorophenyl)methanol (6.3 g, 32.1 mmol, 1 equiv) was taken up in thionyl chloride (107 mL) and heated to reflux for 1 h. Upon cooling to ambient temperature, the solution was concentrated in vacuo. The residue was concentrated in vacuo with benzene (×3) to remove residual thionyl chloride and provide the benzyl chloride (6.3 g, 91%) as a yellow oil. 1H NMR (400 MHz, CDCl3) δ 7.12 (dd, J=8.7, 3.1 Hz, 1H), 6.98 (ddd, J=8.9, 8.0, 3.1 Hz, 1H), 6.82 (dd, J=9.0, 4.3 Hz, 1H), 5... RXN SMILES: [CH2:1]([O:5][C:6]1[CH:11]=[CH:10][C:9]([F:12])=[CH:8][C:7]=1[CH2:13]O)[CH2:2][CH:3]=[CH2:4].S(Cl)([Cl:17])=O>>[CH2:1]([O:5][C:6]1[CH:11]=[CH:10][C:9]([F:12])=[CH:8][C:7]=1[CH2:13][Cl:17])[CH2:2][CH:3]=[CH2:4]. The reactants are CC(C)(CN1CCCCC1)C(=O)OCc1ccccc1, CN1CCNCC1. Product: CN1CCN(CC(C)(C)C(=O)OCc2ccccc2)CC1. As a reaction SMILES: [CH2:1]([c:2]1[cH:3][cH:4][cH:5][cH:6][cH:7]1)[O:8][C:9]([C:10]([CH2:11][N:12]1[CH2:13][CH2:14][CH2:15][CH2:16][CH2:17]1)([CH3:18])[CH3:19])=[O:20].[CH3:21][N:22]1[CH2:23][CH2:24][NH:25][CH2:26][CH2:27]1>>[CH2:1]([c:2]1[cH:3][cH:4][cH:5][cH:6][cH:7]1)[O:8][C:9]([C:10]([CH2:11][N:12]1[CH2:13][CH2:14][N:22]([CH3:21])[CH2:16][CH2:17]1)([CH3:18])[CH3:19])=[O:20]. Starting materials: O=[Si]=O (Ludox), S(O)(O)(=O)=O (sulfuric acid), solution, diethanol adipic acid, C(C=C)(=O)O.C1(CCCCCO1)=O (caprolactone acrylate), CC(C)(C#N)N=NC(C)(C)C#N (VAZO 64), C(C=C)(=O)OCCCCCCOC(C=C)=O (1,6-hexandiol diacrylate). Solvent: O (water). Conditions: temperature 60 celsius, time 15 hour. Yields the product C(C=C)(=O)O.C1(CCCCCO1)=O.C(C=C)(=O)OC(CCCCC)OC(C=C)=O (Caprolactone Acrylate Hexanediol Diacrylate). As a reaction SMILES: O=[Si]=O.S(=O)(=O)(O)O.[C:9]([OH:13])(=[O:12])[CH:10]=[CH2:11].[C:14]1(=[O:21])[O:20][CH2:19][CH2:18][CH2:17][CH2:16][CH2:15]1.[C:22]([O:26][CH2:27][CH2:28][CH2:29][CH2:30][CH2:31][CH2:32]OC(=O)C=C)(=[O:25])[CH:23]=[CH2:24].CC(N=NC(C#N)(C)C)(C#N)C>O>[C:9]([OH:13])(=[O:12])[CH:10]=[CH2:11].[C:14]1(=[O:21])[O:20][CH2:19][CH2:18][CH2:17][CH2:16][CH2:15]1.[C:9]([O:13][CH:27]([O:26][C:22](=[O:25])[CH:23]=[CH2:24])[CH2:28][CH2:29][CH2:30][CH2:31][CH3:32])(=[O:12])[CH:10]=[CH2:11] |f:2.3,7.8.9|. Procedure details: An aqueous mixture of 751 g deionized water, 101 g Ludox SM-30 (a colloidal silica dispersion, available from E.I. duPont de Nemours & Co.), and 5.5 g of a 50% solution of diethanol-adipic acid condensate (as promoter) was stirred in a glass jar and the mixture was adjusted to a pH of 4 by addition of 10% sulfuric acid. A monomer solution of 88.4 g caprolactone acrylate obtained from Sartomer Co. (Exton, Pa.), 354 g 1,6-hexandiol diacrylate, and 2.1 g VAZO 64 initiator (2,2'-azobis(isobutyronitr...